From a dataset of the Open Reaction Database (ORD), a public repository of structured organic reaction records. describe an organic reaction: reactants, conditions, products, and yield The reactants are ClCCCOC1=CC=C(C(=O)N)C=C1 (4-(3-Chloropropoxy)benzamide), [C@@H]12CNC[C@H]2CC1 ((1R,5S)-3-azabicyclo[3.2.0]heptane), [I-].[Na+] (sodium iodide). Conditions: time 16 hour. Yields the product [C@@H]12CN(C[C@H]2CC1)CCCOC1=CC=C(C(=O)N)C=C1 (4-{3-[(1R,5S)-3-Azabicyclo[3.2.0]hept-3-yl]propoxy}benzamide). Reaction SMILES: Cl[CH2:2][CH2:3][CH2:4][O:5][C:6]1[CH:14]=[CH:13][C:9]([C:10]([NH2:12])=[O:11])=[CH:8][CH:7]=1.[C@@H:15]12[CH2:21][CH2:20][C@@H:19]1[CH2:18][NH:17][CH2:16]2.[I-].[Na+]>>[C@@H:15]12[CH2:21][CH2:20][C@@H:19]1[CH2:18][N:17]([CH2:2][CH2:3][CH2:4][O:5][C:6]1[CH:14]=[CH:13][C:9]([C:10]([NH2:12])=[O:11])=[CH:8][CH:7]=1)[CH2:16]2 |f:2.3|. Procedure details: To the reaction mixture of Step 1, at ambient temperature, there are added 0.004 mol of (1R,5S)-3-azabicyclo[3.2.0]heptane, the synthesis of which is described in the publication J. Med. Chem. 1967, 10, 621-623, and 0.002 mol of sodium iodide. Heating at reflux is then resumed for 16 hours. The precipitate is filtered off and rinsed with acetonitrile. The filtrate is concentrated to dryness. The residue is taken up in dichloromethane. The resulting solution is extracted with sodium hydroxide sol... As a reaction SMILES: [CH2:1]([O:5][c:2]1[cH:3][cH:4][c:6]([S:7][CH:8]([c:9]2[cH:10][cH:11][c:12](-[c:13]3[s:14][cH:15][cH:16][cH:17]3)[cH:18][cH:19]2)[C:20]([NH:21][OH:22])=[O:23])[cH:24][cH:25]1)[C:26]#[C:27][CH3:28].[CH2:29]([C:30]#[C:31][CH3:32])[O:33][c:34]1[cH:35][cH:36][c:37]([S:40](=[O:41])[CH:42]([C:43](=[O:44])[NH:45][OH:46])[c:47]2[cH:48][cH:49][c:50](-[c:53]3[s:54][cH:55][cH:56][cH:57]3)[cH:51][cH:52]2)[cH:38][cH:39]1>>[O:5]=[S:40]([c:37]1[cH:36][cH:35][c:34]([O:33][CH2:29][C:30]#[C:31][CH3:32])[cH:39][cH:38]1)(=[O:41])[CH:42]([C:43](=[O:44])[NH:45][OH:46])[c:47]1[cH:48][cH:49][c:50](-[c:53]2[s:54][cH:55][cH:56][cH:57]2)[cH:51][cH:52]1. Starting materials: CC#CCOc1ccc(SC(C(=O)NO)c2ccc(-c3cccs3)cc2)cc1, CC#CCOc1ccc(S(=O)C(C(=O)NO)c2ccc(-c3cccs3)cc2)cc1. Product: CC#CCOc1ccc(S(=O)(=O)C(C(=O)NO)c2ccc(-c3cccs3)cc2)cc1. The reactants are C(C=C)OC(=O)N1COC([C@]12[C@@H]1[C@H]([C@@H]1C[C@@H]2F)C(=O)O)=O ((1S,2S,3S,5R,6S)-3′-((Allyloxy)carbonyl)-3-fluoro-5′-oxospiro[bicyclo[3.1.0]hexan-2,4′-oxazolidine]-6-carboxylic acid), ( 4 ), C(C1=CC=CC=C1)(=O)OCCl (chloromethyl benzoate), ( 3 ). Yields the product N[C@@]1([C@@H]2[C@H]([C@@H]2C[C@@H]1F)C(=O)OCOC(C1=CC=CC=C1)=O)C(=O)O ((1S,2S,3S,5R,6S)-2-amino-6-(((benzoyloxy)methoxy)carbonyl)-3-fluorobicyclo[3.1.0]hexane-2-carboxylic acid). The yield is 35.1%. Reaction SMILES: C(OC([N:7]1[C@:11]2([C@@H:16]([F:17])[CH2:15][C@@H:14]3[C@H:12]2[C@H:13]3[C:18]([OH:20])=[O:19])[C:10](=[O:21])[O:9]C1)=O)C=C.[C:22]([O:30][CH2:31]Cl)(=[O:29])[C:23]1[CH:28]=[CH:27][CH:26]=[CH:25][CH:24]=1>>[NH2:7][C@@:11]1([C:10]([OH:9])=[O:21])[C@@H:16]([F:17])[CH2:15][C@@H:14]2[C@H:12]1[C@H:13]2[C:18]([O:20][CH2:31][O:30][C:22](=[O:29])[C:23]1[CH:28]=[CH:27][CH:26]=[CH:25][CH:24]=1)=[O:19]. Reported procedure: (1S,2S,3S,5R,6S)-3′-((Allyloxy)carbonyl)-3-fluoro-5′-oxospiro[bicyclo[3.1.0]hexan-2,4′-oxazolidine]-6-carboxylic acid (A-1-2, 500 mg) and chloromethyl benzoate (712 mg) were treated in the same manner as in Example A-1 (3) and (4) to give the title compound (A-9, 198 mg) as a colorless solid. Starting materials: OC(C#CC(=O)OC)C1=CC=C(C=C1)SC (methyl 4-hydroxy-4-[4-(methylthio)phenyl]-2-butynoate). Reagents/catalysts: [O-2].[O-2].[Mn+4] (manganese dioxide). Solvent: C(Cl)Cl (methylene chloride), C(Cl)Cl (methylene chloride). Reaction conditions: time 2 hour. The product is CSC1=CC=C(C(=O)C#CC(=O)OC)C=C1 (methyl 3-[4-(methylthio)benzoyl]propiolate). Reaction SMILES: [OH:1][CH:2]([C:9]1[CH:14]=[CH:13][C:12]([S:15][CH3:16])=[CH:11][CH:10]=1)[C:3]#[C:4][C:5]([O:7][CH3:8])=[O:6]>C(Cl)Cl.[O-2].[O-2].[Mn+4]>[CH3:16][S:15][C:12]1[CH:11]=[CH:10][C:9]([C:2]([C:3]#[C:4][C:5]([O:7][CH3:8])=[O:6])=[O:1])=[CH:14][CH:13]=1 |f:2.3.4|. Procedure details: A solution of 11.6 g (49 mmol) of methyl 4-hydroxy-4-[4-(methylthio)phenyl]-2-butynoate in 300 ml of methylene chloride was added dropwise at 0° to a suspension of 124 g (1.42 mol) of manganese dioxide in 300 ml of methylene chloride. The reaction mixture was stirred at 0° for 2 hours filtered over magnesium sulphate and concentrated. Crystallization of the residue from ether/hexane yielded methyl 3-[4-(methylthio)benzoyl]propiolate of melting point 74°-76°. RXN SMILES: [H-].[Al+3].[Li+].[H-].[H-].[H-].[CH3:7][C:8]1([CH2:13][CH:14]([CH2:20][C:21]2[CH:26]=[CH:25][C:24]([O:27][CH2:28][CH2:29][CH2:30][CH2:31][CH2:32][CH2:33][CH2:34][CH2:35][CH2:36][CH2:37][CH2:38][CH2:39][CH2:40][CH3:41])=[CH:23][CH:22]=2)[C:15](OCC)=[O:16])[O:12][CH2:11][CH2:10][O:9]1.C(OCC)(=O)C.[OH-].[Na+]>CCOCC.O>[CH3:7][C:8]1([CH2:13][CH:14]([CH2:20][C:21]2[CH:22]=[CH:23][C:24]([O:27][CH2:28][CH2:29][CH2:30][CH2:31][CH2:32][CH2:33][CH2:34][CH2:35][CH2:36][CH2:37][CH2:38][CH2:39][CH2:40][CH3:41])=[CH:25][CH:26]=2)[CH2:15][OH:16])[O:9][CH2:10][CH2:11][O:12]1 |f:0.1.2.3.4.5,8.9|. Solvent: O (water), O (water), CCOCC (ether), CCOCC (ether). Yields the product CC1(OCCO1)CC(CO)CC1=CC=C(C=C1)OCCCCCCCCCCCCCC (2-Methyl-β-[[4-(tetradecyloxy)phenyl]methyl]-1,3-dioxolane-2-propanol). Run at time 0.5 hour. The yield is 81.5%. Procedure: To a suspension of about 2.38 g of lithium aluminum hydride in about 40 ml of ether was added dropwise, over about 1/2 hour, a solution of about 20.5 g of 2-methyl-α-[[4-(tetradecyloxy)phenyl]methyl]-1,3-dioxolane-2-propanoic acid, ethyl ester in about 70 ml of ether at about 0° C. The mixture was stirred about 1/2 hour at room temperature, recooled to about 0° C. and about 10 ml of ethyl acetate, about one ml of water, about 2 ml of about 15% sodium hydroxide and about 3 ml of water were added ... The reactants are C(C)(=O)OCC (ethyl acetate), [OH-].[Na+] (sodium hydroxide), [H-].[Al+3].[Li+].[H-].[H-].[H-] (lithium aluminum hydride), CC1(OCCO1)CC(C(=O)OCC)CC1=CC=C(C=C1)OCCCCCCCCCCCCCC (2-methyl-α-[[4-(tetradecyloxy)phenyl]methyl]-1,3-dioxolane-2-propanoic acid, ethyl ester). Starting materials: N1C=CC2=CC=CC=C12 (indole), BrC1=CSC=C1 (3-bromothiophene), C([O-])([O-])=O.[K+].[K+] (potassium carbonate), cuprous bromide, CN1C(CCC1)=O (N-methylpyrrolidinone). Run in O (water). Run at temperature 180 celsius, time 48 hour. Product: S1C=C(C=C1)N1C=CC2=CC=CC=C12 (1-(thien-3-yl)-1H-indole). Isolated yield 64.4%. Reaction SMILES: [NH:1]1[C:9]2[C:4](=[CH:5][CH:6]=[CH:7][CH:8]=2)[CH:3]=[CH:2]1.Br[C:11]1[CH:15]=[CH:14][S:13][CH:12]=1.C(=O)([O-])[O-].[K+].[K+].CN1CCCC1=O>O>[S:13]1[CH:14]=[CH:15][C:11]([N:1]2[C:9]3[C:4](=[CH:5][CH:6]=[CH:7][CH:8]=3)[CH:3]=[CH:2]2)=[CH:12]1 |f:2.3.4|. Procedure: A mixture of indole (5.64 g, 48.3 mmol), 3-bromothiophene (4.84 mL, 51.6 mmol), potassium carbonate (7.16 g, 51.6 mmol), cuprous bromide (298 mg, 2.1 mmol) and N-methylpyrrolidinone (57 mL) is stirred at 180° C. under nitrogen atmosphere for 48 hr. After cooling to room temperature, the reaction mixture is poured into water (300 mL) and then extracted with ethyl acetate. The extract is washed with water, with brine, dried, filtered and concentrated to give a brown oil that is purified by chromat... The reactants are Cl.C1=CC=CC2=NC(=C3C=CC=CC3=C12)NNC1=C(C=CC=C1)C (N-phenanthridin-6-yl-N′-o-tolylhydrazine hydrochloride), C(OCC)(OCC)OCC (triethyl orthoformate). As a reaction SMILES: [ClH:1].[CH:2]1[C:15]2[C:6](=[N:7][C:8]([NH:16][NH:17][C:18]3[CH:23]=[CH:22][CH:21]=[CH:20][C:19]=3[CH3:24])=[C:9]3[C:14]=2[CH:13]=[CH:12][CH:11]=[CH:10]3)[CH:5]=[CH:4][CH:3]=1.[CH:25](OCC)(OCC)OCC>>[Cl-:1].[C:19]1([CH3:24])[CH:20]=[CH:21][CH:22]=[CH:23][C:18]=1[N+:17]1[N:16]=[CH:8][N:7]2[C:25]=1[C:9]1[CH:10]=[CH:11][CH:12]=[CH:13][C:14]=1[C:15]1[CH:2]=[CH:3][CH:4]=[CH:5][C:6]2=1 |f:0.1,3.4|. Procedure details: A suspension of N-phenanthridin-6-yl-N′-o-tolylhydrazine hydrochloride (9.0 g, 27 mmol) in triethyl orthoformate (360 ml) is stirred under reflux under argon for 17 h. After cooling to room temperature, the precipitate is filtered off and washed with triethyl orthoformate and cold acetone. Yield: 8.2 g (88%). The product is [Cl-].C1(=C(C=CC=C1)[N+]=1N=CN2C=3C=CC=CC3C=3C=CC=CC3C21)C (1-o-Tolyl-1,2,4-triazolo[4,3-f]phenanthridinium chloride). The reagents and catalysts are C=1C=CC(=CC1)/C=C/C(=O)/C=C/C2=CC=CC=C2.C=1C=CC(=CC1)/C=C/C(=O)/C=C/C2=CC=CC=C2.C=1C=CC(=CC1)/C=C/C(=O)/C=C/C2=CC=CC=C2.[Pd].[Pd] (Pd2(dba)3). As a reaction SMILES: Cl[C:2]1[CH:7]=[CH:6][C:5]([F:8])=[CH:4][C:3]=1[O:9][CH3:10].[C:11](=[N:24][NH2:25])([C:18]1[CH:23]=[CH:22][CH:21]=[CH:20][CH:19]=1)[C:12]1[CH:17]=[CH:16][CH:15]=[CH:14][CH:13]=1.CC(C)([O-])C.[Na+].C(P(C(C)(C)C)C1C=CC=CC=1C1C=CC=CC=1)(C)(C)C>C1(C)C=CC=CC=1.CCOC(C)=O.C1C=CC(/C=C/C(/C=C/C2C=CC=CC=2)=O)=CC=1.C1C=CC(/C=C/C(/C=C/C2C=CC=CC=2)=O)=CC=1.C1C=CC(/C=C/C(/C=C/C2C=CC=CC=2)=O)=CC=1.[Pd].[Pd]>[F:8][C:5]1[CH:6]=[CH:7][C:2]([NH:25][N:24]=[C:11]([C:12]2[CH:17]=[CH:16][CH:15]=[CH:14][CH:13]=2)[C:18]2[CH:23]=[CH:22][CH:21]=[CH:20][CH:19]=2)=[C:3]([O:9][CH3:10])[CH:4]=1 |f:2.3,7.8.9.10.11|. Reaction conditions: temperature 80 celsius, time 8 hour. The product is FC1=CC(=C(C=C1)NN=C(C1=CC=CC=C1)C1=CC=CC=C1)OC (Diphenylmethanone (4-fluoro-2-methoxyphenyl)hydrazone). The solvent is C1(=CC=CC=C1)C (toluene), CCOC(=O)C (EtOAc). Reported procedure: A mixture of 2-chloro-5-fluoroanisole (0.52 ml, 4.10 mmol), benzophenone hydrazone (0.98 g, 5.00 mmol), sodium-tert-butoxide (561 mg, 5.80 mmol), in toluene (8.0 ml) was charged with Pd2(dba)3 (77.0 mg, 0.08 mmol) and 2-(di-t-butylphosphino)biphenyl (50.0 mg, 0.17 mmol) and heated to 80° C. under argon. The mixture was stirred overnight and checked with LCMS and TLC. The mixture was allowed to cool to room temperature and the reaction mixture was diluted with EtOAc (20 ml) and filtered. Material... Reactants: ClC1=C(C=C(C=C1)F)OC (2-chloro-5-fluoroanisole), C(C1=CC=CC=C1)(C1=CC=CC=C1)=NN (benzophenone hydrazone), CC(C)([O-])C.[Na+] (sodium-tert-butoxide), C(C)(C)(C)P(C1=C(C=CC=C1)C1=CC=CC=C1)C(C)(C)C (2-(di-t-butylphosphino)biphenyl).